The task is: describe an organic reaction: reactants, conditions, products, and yield. This data is from the Open Reaction Database (ORD), a public repository of structured organic reaction records. Reactants: CO[C@H]1CN(C[C@@H]1OC)C(=O)OC(C)(C)C (tert-Butyl (3S,4S)-3,4-dimethoxy-1-pyrrolidinecarboxylate). Run in Cl (hydrochloric acid). Run at time 8 hour. The product is CO[C@H]1CNC[C@@H]1OC ((3S,4S)-3,4-Dimethoxypyrrolidine). Reaction SMILES: [CH3:1][O:2][C@@H:3]1[C@@H:7]([O:8][CH3:9])[CH2:6][N:5](C(OC(C)(C)C)=O)[CH2:4]1>Cl>[CH3:1][O:2][C@@H:3]1[C@@H:7]([O:8][CH3:9])[CH2:6][NH:5][CH2:4]1. Procedure details: 2.30 g (9.35 mmol; 94% pure) of tert-butyl (3S,4S)-3,4-dimethoxy-1-pyrrolidinecarboxylate (example XVI, step 2) are taken up in 50 ml of hydrochloric acid (4M in dioxane) and stirred at RT overnight. The solvent is removed in vacuo, and the residue is suspended in DCM, mixed with 1N sodium hydroxide solution and stirred at RT for 10 minutes. The phases are separated and the aqueous phase is extracted several times with DCM. The combined organic phases are extracted with saturated aqueous sodium ... The reactants are C(C)(C)(C)OC(NC=1C=CC2=C(N=C(CCC2)SC)C1)=O ((2-methylsulfanyl-4,5-dihydro-3H-benzo[b]azepin-8-yl)-carbamic acid tert-butyl ester), COC(CN)OC (2,2-dimethoxyethanamine). Solvent: C(C)O (ethanol). The product is C(C)(C)(C)OC(NC=1C=CC2=C(N=C(CCC2)NCC(OC)OC)C1)=O ([2-(2,2-dimethoxy-ethylamino)-4,5-dihydro-3H-benzo[b]azepin-8-yl]-carbamic acid tert-butyl ester). Yield: 61.1%. Reaction SMILES: [C:1]([O:5][C:6](=[O:21])[NH:7][C:8]1[CH:9]=[CH:10][C:11]2[CH2:17][CH2:16][CH2:15][C:14](SC)=[N:13][C:12]=2[CH:20]=1)([CH3:4])([CH3:3])[CH3:2].[CH3:22][O:23][CH:24]([O:27][CH3:28])[CH2:25][NH2:26]>C(O)C>[C:1]([O:5][C:6](=[O:21])[NH:7][C:8]1[CH:9]=[CH:10][C:11]2[CH2:17][CH2:16][CH2:15][C:14]([NH:26][CH2:25][CH:24]([O:27][CH3:28])[O:23][CH3:22])=[N:13][C:12]=2[CH:20]=1)([CH3:4])([CH3:3])[CH3:2]. Reported procedure: A solution of (2-methylsulfanyl-4,5-dihydro-3H-benzo[b]azepin-8-yl)-carbamic acid tert-butyl ester (2.2 g, 7.2 mmol) and 2,2-dimethoxyethanamine (1.0 g, 9.5 mmol) in ethanol (200 mL) was heated in an oil bath at 100° C. for 14 hours. The mixture was concentrated and purified by silica gel chromatography with DCM/MeOH (9:1) to give [2-(2,2-dimethoxy-ethylamino)-4,5-dihydro-3H-benzo[b]azepin-8-yl]-carbamic acid tert-butyl ester (1.6 g, 4.4 mmol, 61%): 1H NMR (300 MHz, CDCl3) δ 7.1 (m, 2H), 6.93 (s... Conditions: time 15 minute. Run in CN(C)C=O (DMF), CN(C)C=O (DMF). The reactants are C1=C(C=CC=2CCCCC12)O (5,6,7,8-tetrahydro-2-naphthol), C(=O)([O-])[O-].[Na+].[Na+] (Na2CO3), FC=1C=[N+](C=CC1[N+](=O)[O-])[O-] (3-fluoro-4-nitropyridine-N-oxide), O (water). Procedure: To a solution of 5,6,7,8-tetrahydro-2-naphthol in 50 ml of DMF was added Na2CO3 (10 g) portionwise and this mixture was stirred for 15 minutes at room temperature. A solution of 3-fluoro-4-nitropyridine-N-oxide in 50 ml DMF was added dropwise and the reaction was allowed to proceed for four hours at room temperature. The mixture was poured into water and extracted with ethyl acetate. The organic layer was washed with water and dried (sat NaCl, anhy MgSO4). As a reaction SMILES: [CH:1]1[C:10]2[CH2:9][CH2:8][CH2:7][CH2:6][C:5]=2[CH:4]=[CH:3][C:2]=1[OH:11].C([O-])([O-])=O.[Na+].[Na+].F[C:19]1[CH:20]=[N+:21]([O-:28])[CH:22]=[CH:23][C:24]=1[N+:25]([O-:27])=[O:26].O>CN(C=O)C>[N+:25]([C:24]1[CH:23]=[CH:22][N+:21]([O-:28])=[CH:20][C:19]=1[O:11][C:2]1[CH:3]=[CH:4][C:5]2[CH2:6][CH2:7][CH2:8][CH2:9][C:10]=2[CH:1]=1)([O-:27])=[O:26] |f:1.2.3|. Yields the product [N+](=O)([O-])C1=C(C=[N+](C=C1)[O-])OC1=CC=2CCCCC2C=C1 (4-Nitro-3-(5,6,7,8-tetrahydro-2-naphthyloxy)pyridine-N-oxide).